This data is from the Open Reaction Database (ORD), a public repository of structured organic reaction records. The task is: describe an organic reaction: reactants, conditions, products, and yield Reactants: N[C@@H](C(C)C)C(=O)N (L-valinamide), C1COS(=O)(=O)C1 (1,3-propane sultone). The solvent is O (water), O1CCCC1 (tetrahydrofuran). Yields the product C(N)(=O)[C@H](C(C)C)NCCCS(=O)(=O)O (3-[(1S)-1-carbamoyl-2-methylpropyl]amino-1-propanesulfonic acid). Reaction SMILES: [NH2:1][C@H:2]([C:6]([NH2:8])=[O:7])[CH:3]([CH3:5])[CH3:4].[CH2:9]1[CH2:15][S:12](=[O:14])(=[O:13])[O:11][CH2:10]1>O1CCCC1.O>[C:6]([C@@H:2]([NH:1][CH2:10][CH2:9][CH2:15][S:12]([OH:14])(=[O:13])=[O:11])[CH:3]([CH3:5])[CH3:4])(=[O:7])[NH2:8]. Reported procedure: To a solution of L-valinamide (1.57 g, 13.5 mmol) in tetrahydrofuran (20 mL) was slowly added 1,3-propane sultone (1.61 g, 12.9 mmol). The mixture was stirred at reflux for 2 hours. The reaction mixture was cooled to room temperature. The solid material was collected by filtration, washed with acetone (2×25 mL). The crude product was dissolved in water (60 mL) and treated with ion exchange resin Dowex Marathon C (strongly acidic, 15 g). The mixture was stirred for 15 minutes. The resin was remov... The reactants are CS(C)=O, N#Cc1ccc(Cl)c([N+](=O)[O-])c1, Cl, [K+], [OH-], Oc1ccc(O)cc1. The product is N#Cc1ccc(Oc2ccc(O)cc2)c([N+](=O)[O-])c1. As a reaction SMILES: [CH3:24][S:25]([CH3:26])=[O:27].[Cl:11][c:12]1[c:13]([N+:20](=[O:21])[O-:22])[cH:14][c:15]([C:16]#[N:17])[cH:18][cH:19]1.[ClH:23].[K+:10].[OH-:9].[OH:1][c:2]1[cH:3][cH:4][c:5]([OH:6])[cH:7][cH:8]1>>[OH:1][c:2]1[cH:3][cH:4][c:5]([O:6][c:12]2[c:13]([N+:20](=[O:21])[O-:22])[cH:14][c:15]([C:16]#[N:17])[cH:18][cH:19]2)[cH:7][cH:8]1. Starting materials: [K+], COc1cc(Cc2cnc(N)nc2NC(C)=O)cc(OC)c1C(C)(C)O, [OH-]. The product is COc1cc(Cc2cnc(N)nc2N)cc(OC)c1C(C)(C)O. As a reaction SMILES: [K+:28].[NH2:1][c:2]1[n:3][cH:4][c:5]([CH2:12][c:13]2[cH:14][c:15]([O:25][CH3:26])[c:16]([C:21]([CH3:22])([CH3:23])[OH:24])[c:17]([O:19][CH3:20])[cH:18]2)[c:6]([NH:8][C:9](=[O:10])[CH3:11])[n:7]1.[OH-:27]>>[NH2:1][c:2]1[n:3][cH:4][c:5]([CH2:12][c:13]2[cH:14][c:15]([O:25][CH3:26])[c:16]([C:21]([CH3:22])([CH3:23])[OH:24])[c:17]([O:19][CH3:20])[cH:18]2)[c:6]([NH2:8])[n:7]1. Reactants: C1(=CC=CC=C1)P(C1=CC=CC=C1)C1=CC=CC=C1 (Triphenylphosphine), ethyl acetate hexanes, C1(CCCCC1)OCCO (2-(cyclohexyloxy)ethanol), C(Br)(Br)(Br)Br (carbon tetrabromide). Run in ClCCl (dichloromethane). Product: BrCCOC1CCCCC1 (2-Bromoethoxy cyclohexane), oil. Yield: 26.0%. Reaction SMILES: [CH:1]1([O:7][CH2:8][CH2:9]O)[CH2:6][CH2:5][CH2:4][CH2:3][CH2:2]1.C(Br)(Br)(Br)[Br:12].C1(P(C2C=CC=CC=2)C2C=CC=CC=2)C=CC=CC=1>ClCCl>[Br:12][CH2:9][CH2:8][O:7][CH:1]1[CH2:6][CH2:5][CH2:4][CH2:3][CH2:2]1. Reported procedure: A mixture of 2-(cyclohexyloxy)ethanol (0.5 g, 3.47 mmol), carbon tetrabromide (1.49 g, 4.51 mmol), and dichloromethane (6 mL) was placed in a 20 mL scintillation vial with a magnetic stirring bar and cooled on an ice-water bath. Triphenylphosphine (1.18 g, 4.51 mmol) was added in three portions over 5 min with stirring. The mixture was allowed to warm to ambient temperature and progress was monitored with TLC using ethyl acetate:hexanes (1:1) (Rf starting material=0.6, Rf product=0.9). The mixtu...